This data is from the Open Reaction Database (ORD), a public repository of structured organic reaction records. The task is: describe an organic reaction: reactants, conditions, products, and yield Starting materials: N#Cc1ccccc1B1OC=CC(C(=O)[O-])O1, O=C([O-])[O-], CN(C)C=O, [Cs+], [Cs+], O, O=c1c(Br)cc(-c2ccccn2)cn1-c1ccccn1. The product is N#Cc1ccccc1-c1cc(-c2ccccn2)cn(-c2ccccn2)c1=O. RXN SMILES: [C:21](#[N:22])[c:23]1[c:24]([B:29]2[O:30][CH:31]([C:32]([O-:33])=[O:34])[CH:35]=[CH:36][O:37]2)[cH:25][cH:26][cH:27][cH:28]1.[C:38](=[O:39])([O-:40])[O-:41].[CH3:44][N:45]([CH3:46])[CH:47]=[O:48].[Cs+:42].[Cs+:43].[OH2:49].[n:1]1[c:2](-[n:7]2[c:8](=[O:20])[c:9]([Br:19])[cH:10][c:11](-[c:13]3[n:14][cH:15][cH:16][cH:17][cH:18]3)[cH:12]2)[cH:3][cH:4][cH:5][cH:6]1>>[n:1]1[c:2](-[n:7]2[c:8](=[O:20])[c:9](-[c:24]3[c:23]([C:21]#[N:22])[cH:28][cH:27][cH:26][cH:25]3)[cH:10][c:11](-[c:13]3[n:14][cH:15][cH:16][cH:17][cH:18]3)[cH:12]2)[cH:3][cH:4][cH:5][cH:6]1.